Dataset: the Open Reaction Database (ORD), a public repository of structured organic reaction records. Task: describe an organic reaction: reactants, conditions, products, and yield The reactants are O=S(=O)(O)c1ccccc1-c1ccc(Br)cc1F, Cc1ccccc1, CN(C)C=O, O=S(Cl)Cl. The product is Fc1cc(Br)ccc1-c1ccccc1, O=S(=O)(Cl)Cl. As a reaction SMILES: [Br:1][c:2]1[cH:3][c:4]([F:18])[c:5](-[c:8]2[c:9]([S:14](=[O:15])([OH:16])=[O:17])[cH:10][cH:11][cH:12][cH:13]2)[cH:6][cH:7]1.[CH3:24][c:25]1[cH:26][cH:27][cH:28][cH:29][cH:30]1.[O:19]=[CH:20][N:21]([CH3:22])[CH3:23].[S:31](=[O:32])([Cl:33])[Cl:34]>>[Br:1][c:2]1[cH:3][c:4]([F:18])[c:5](-[c:8]2[cH:9][cH:10][cH:11][cH:12][cH:13]2)[cH:6][cH:7]1.[O:15]=[S:31](=[O:32])([Cl:33])[Cl:34]. The reactants are O=C(O)C1CCN(c2nc(NCc3ccc4c(c3)OCO4)c3cc(Cl)ccc3n2)CC1, CS(=O)(=O)O, CCO, C1CCOC1. Product: O=C(O)C1CCN(c2nc(NCc3ccc4c(c3)OCO4)c3cc(Cl)ccc3n2)CC1, CS(=O)(=O)O. RXN SMILES: [C:1](=[O:2])([OH:3])[CH:4]1[CH2:5][CH2:6][N:7]([c:10]2[n:11][c:12]3[cH:13][cH:14][c:15]([Cl:31])[cH:16][c:17]3[c:18]([NH:20][CH2:21][c:22]3[cH:23][c:24]4[c:25]([cH:26][cH:27]3)[O:28][CH2:29][O:30]4)[n:19]2)[CH2:8][CH2:9]1.[CH3:37][S:38]([OH:39])(=[O:40])=[O:41].[CH3:42][CH2:43][OH:44].[O:32]1[CH2:33][CH2:34][CH2:35][CH2:36]1>>[C:1](=[O:2])([OH:3])[CH:4]1[CH2:5][CH2:6][N:7]([c:10]2[n:11][c:12]3[cH:13][cH:14][c:15]([Cl:31])[cH:16][c:17]3[c:18]([NH:20][CH2:21][c:22]3[cH:23][c:24]4[c:25]([cH:26][cH:27]3)[O:28][CH2:29][O:30]4)[n:19]2)[CH2:8][CH2:9]1.[CH3:37][S:38](=[O:39])(=[O:40])[OH:41]. Reactants: Brc1ccsc1, [Li]CCCC, CC(C)(C)CC(N=CC(F)(F)c1ccccn1)C12OCC(C)(CO1)CO2. Product: CC(C)(C)CC(NC(c1ccsc1)C(F)(F)c1ccccn1)C12OCC(C)(CO1)CO2. Reaction SMILES: [Br:1][c:2]1[cH:3][s:4][cH:5][cH:6]1.[CH3:7][CH2:8][CH2:9][CH2:10][Li:11].[F:12][C:13]([CH:14]=[N:15][CH:16]([CH2:17][C:18]([CH3:19])([CH3:20])[CH3:21])[C:22]12[O:23][CH2:24][C:25]([CH3:30])([CH2:26][O:27]1)[CH2:28][O:29]2)([c:31]1[n:32][cH:33][cH:34][cH:35][cH:36]1)[F:37]>>[c:2]1([CH:14]([C:13]([F:12])([c:31]2[n:32][cH:33][cH:34][cH:35][cH:36]2)[F:37])[NH:15][CH:16]([CH2:17][C:18]([CH3:19])([CH3:20])[CH3:21])[C:22]23[O:23][CH2:24][C:25]([CH3:30])([CH2:26][O:27]2)[CH2:28][O:29]3)[cH:3][s:4][cH:5][cH:6]1. The reactants are CCOC(=O)C(Cc1ccccc1)C(=O)OCC, CN(C)C=O, [H-], O=[N+]([O-])c1ccc(CCl)cc1, [Na+]. The product is CCOC(=O)C(Cc1ccccc1)(Cc1ccc([N+](=O)[O-])cc1)C(=O)OCC. As a reaction SMILES: [CH2:12]([c:13]1[cH:14][cH:15][cH:16][cH:17][cH:18]1)[CH:19]([C:20](=[O:21])[O:22][CH2:23][CH3:24])[C:25](=[O:26])[O:27][CH2:28][CH3:29].[CH3:32][N:33]([CH3:34])[CH:35]=[O:36].[H-:31].[N+:1](=[O:2])([O-:3])[c:4]1[cH:5][cH:6][c:7]([CH2:8][Cl:9])[cH:10][cH:11]1.[Na+:30]>>[N+:1](=[O:2])([O-:3])[c:4]1[cH:5][cH:6][c:7]([CH2:8][C:19]([CH2:12][c:13]2[cH:14][cH:15][cH:16][cH:17][cH:18]2)([C:20](=[O:21])[O:22][CH2:23][CH3:24])[C:25](=[O:26])[O:27][CH2:28][CH3:29])[cH:10][cH:11]1. Reaction SMILES: C[O:2][C:3]([C:5]1[NH:6][C:7]2[C:12]([C:13]=1[CH2:14][CH:15]=[CH2:16])=[CH:11][CH:10]=[CH:9][CH:8]=2)=O.[BH4-].[Li+].Cl.C(=O)(O)[O-].[Na+]>O1CCCC1.O>[CH2:14]([C:13]1[C:12]2[C:7](=[CH:8][CH:9]=[CH:10][CH:11]=2)[NH:6][C:5]=1[CH2:3][OH:2])[CH:15]=[CH2:16] |f:1.2,4.5|. Product: C(C=C)C1=C(NC2=CC=CC=C12)CO (3-allyl-2-hydroxymethylindole). Isolated yield 98.3%. The solvent is O1CCCC1 (tetrahydrofuran), O (water). Procedure: The mixture of 3-allyl-2-indolecarboxylic acid methyl ester (13.1 g) and lithium borohydride (2.65 g) in tetrahydrofuran (100 ml) was refluxed for 3 hours. After cooling, the reaction mixture was diluted with chilled water, made acidic with 2N-hydrochloric acid. The mixture was neutralized with aqueous sodium bicarbonate solution and extracted twice with ethyl acetate. The organic layer was washed with brine, dried over anhydrous magnesium sulfate, and evaporated in vacuo to give 3-allyl-2-hydro... The reactants are Cl (hydrochloric acid), C([O-])(O)=O.[Na+] (sodium bicarbonate), COC(=O)C=1NC2=CC=CC=C2C1CC=C (3-allyl-2-indolecarboxylic acid methyl ester), [BH4-].[Li+] (lithium borohydride).